From a dataset of the Open Reaction Database (ORD), a public repository of structured organic reaction records. describe an organic reaction: reactants, conditions, products, and yield Starting materials: COC1=CC2=C(CC(N(CC2)CCCNCCNC2=CC(=C(C(=C2)Cl)N)Cl)=O)C=C1OC (N-[3-(7,8-dimethoxy-1,3,4,5-tetrahydro-2H-3-benzazepin-2-on-3-yl)-propyl]-2-(4-amino-3,5-dichlorophenylamino)-ethylamine), C=O (paraformaldehyde), C(#N)[BH3-].[Na+] (sodium cyanoborohydride). Product: COC1=CC2=C(CC(N(CC2)CCCN(CCNC2=CC(=C(C(=C2)Cl)N)Cl)C)=O)C=C1OC (N-[3-(7,8-Dimethoxy-1,3,4,5-tetrahydro-2H-3-benzazepin-2-on-3-yl)-propyl]-N-[2-(4-amino-3,5-dichlorophenylamino)-ethyl]-methylamine). RXN SMILES: [CH3:1][O:2][C:3]1[C:30]([O:31][CH3:32])=[CH:29][C:6]2[CH2:7][C:8](=[O:28])[N:9]([CH2:12][CH2:13][CH2:14][NH:15][CH2:16][CH2:17][NH:18][C:19]3[CH:24]=[C:23]([Cl:25])[C:22]([NH2:26])=[C:21]([Cl:27])[CH:20]=3)[CH2:10][CH2:11][C:5]=2[CH:4]=1.C=O.[C:35]([BH3-])#N.[Na+]>>[CH3:1][O:2][C:3]1[C:30]([O:31][CH3:32])=[CH:29][C:6]2[CH2:7][C:8](=[O:28])[N:9]([CH2:12][CH2:13][CH2:14][N:15]([CH3:35])[CH2:16][CH2:17][NH:18][C:19]3[CH:24]=[C:23]([Cl:25])[C:22]([NH2:26])=[C:21]([Cl:27])[CH:20]=3)[CH2:10][CH2:11][C:5]=2[CH:4]=1 |f:2.3|. Reported procedure: The title compound is prepared from N-[3-(7,8-dimethoxy-1,3,4,5-tetrahydro-2H-3-benzazepin-2-on-3-yl)-propyl]-2-(4-amino-3,5-dichlorophenylamino)-ethylamine, paraformaldehyde and sodium cyanoborohydride analogously to Example 5.